From a dataset of the Open Reaction Database (ORD), a public repository of structured organic reaction records. describe an organic reaction: reactants, conditions, products, and yield Starting materials: IC=1C([C@H]2O[C@@H](C1)CO2)=O (1,6-anhydro-3,4-dideoxy-3-iodo-β-D-glycero-hex-3-enopyranos-2-ulose), C1(=CC=CC=C1)[As](C1=CC=CC=C1)C1=CC=CC=C1 (triphenylarsine), C[Sn](C)(C)C (tetramethyltin), CN1C(CCC1)=O (N-methylpyrrolidinone). Reagents/catalysts: [Cu]I (copper(I) iodide), C1=CC=C(C=C1)C#N.C1=CC=C(C=C1)C#N.Cl[Pd]Cl (dichlorobis(benzonitrile)palladium(II)). Run in C(C)(=O)OCC (ethyl acetate). Run at temperature 80 celsius, time 4 hour. The product is CC=1C([C@H]2O[C@@H](C1)CO2)=O (1,6-anhydro-3,4-dideoxy-3-methyl-β-D-glycero-hex-3-enopyranos-2-ulose). RXN SMILES: C[Sn](C)(C)C.[CH3:6]N1CCCC1=O.I[C:14]1[C:15](=[O:22])[C@@H:16]2[O:21][CH2:20][C@H:18]([CH:19]=1)[O:17]2.C1([As](C2C=CC=CC=2)C2C=CC=CC=2)C=CC=CC=1>[Cu]I.C1C=CC(C#N)=CC=1.C1C=CC(C#N)=CC=1.Cl[Pd]Cl.C(OCC)(=O)C>[CH3:6][C:14]1[C:15](=[O:22])[C@@H:16]2[O:21][CH2:20][C@H:18]([CH:19]=1)[O:17]2 |f:5.6.7|. Procedure: 5.3 g of tetramethyltin was added to 20 ml of a dry N-methylpyrrolidinone solution containing a mixture comprising 5 g of 1,6-anhydro-3,4-dideoxy-3-iodo-β-D-glycero-hex-3-enopyranos-2-ulose, 0.4 g of copper(I) iodide, 0.6 g of triphenylarsine and 0.4 g of dichlorobis(benzonitrile)palladium(II) under an inert atmosphere of nitrogen gas. The mixture was stirred at 80° C. for 4 hours. Then, 200 ml of ethyl acetate was added thereto, and the mixture was washed three times with 100 ml of a 10% potass... Reactants: ClC=1C(=CC(=C(C1)NC1CCN(CC1)C1CCOCC1)[N+](=O)[O-])C(F)F (N-[5-Chloro-4-(difluoromethyl)-2-nitrophenyl]-1-(tetrahydro-2H-pyran-4-yl)-4-piperidinamine), O.NN (hydrazine hydrate). The reagents and catalysts are [Ni] (Raney Nickel). The solvent is C(C)O (ethanol). The product is ClC1=C(C=C(C(=C1)NC1CCN(CC1)C1CCOCC1)N)C(F)F (5-Chloro-4-(difluoromethyl)-N-[1-(tetrahydro-2H-pyran-4-yl)-4-piperidinyl]-1,2-benzenediamine). The yield is 59.5%. As a reaction SMILES: [Cl:1][C:2]1[C:3]([CH:24]([F:26])[F:25])=[CH:4][C:5]([N+:21]([O-])=O)=[C:6]([NH:8][CH:9]2[CH2:14][CH2:13][N:12]([CH:15]3[CH2:20][CH2:19][O:18][CH2:17][CH2:16]3)[CH2:11][CH2:10]2)[CH:7]=1.O.NN>C(O)C.[Ni]>[Cl:1][C:2]1[CH:7]=[C:6]([NH:8][CH:9]2[CH2:10][CH2:11][N:12]([CH:15]3[CH2:16][CH2:17][O:18][CH2:19][CH2:20]3)[CH2:13][CH2:14]2)[C:5]([NH2:21])=[CH:4][C:3]=1[CH:24]([F:26])[F:25] |f:1.2|. Reported procedure: A stirred suspension of N-[5-chloro-4-(difluoromethyl)-2-nitrophenyl]-1-(tetrahydro-2H-pyran-4-yl)-4-piperidinamine (D97, 330 mg, 0.84 mmol) in ethanol (20 ml) at room temperature under argon was treated with Raney Nickel (20 mg) followed by dropwise addition of hydrazine hydrate (0.25 ml, 8.0 mmol). The mixture was maintained at room temperature for 30 minutes, then heated at 45° C. for 1 hr. The mixture was filtered through a pad of Kieselguhr and the filtrate concentrated under vacuum to leav... The reactants are O1C(=NC2=C1C=CC=C2)C=2C=CC(=C(C2)[N+](=O)[O-])C2CCOCC2 (5-(benzoxazol-2-yl)-2-(tetrahydropyran-4-yl)nitrobenzene), CO (methanol). The reagents and catalysts are [Pd] (Pd/C). Run in C1CCOC1 (THF). Run at time 8 hour. Yields the product O1C(=NC2=C1C=CC=C2)C=2C=CC(=C(N)C2)NC2CCOCC2 (5-(benzoxazol-2-yl)-2-(tetrahydropyran-4-yl)aminoaniline). Isolated yield 89.1%. Reaction SMILES: [O:1]1[C:5]2[CH:6]=[CH:7][CH:8]=[CH:9][C:4]=2[N:3]=[C:2]1[C:10]1[CH:11]=[CH:12][C:13](C2CCOCC2)=[C:14]([N+:16]([O-])=O)[CH:15]=1.[CH3:25][OH:26]>C1COCC1.[Pd]>[O:1]1[C:5]2[CH:6]=[CH:7][CH:8]=[CH:9][C:4]=2[N:3]=[C:2]1[C:10]1[CH:11]=[CH:12][C:13]([NH:3][CH:4]2[CH2:5][CH2:6][O:26][CH2:25][CH2:9]2)=[C:14]([CH:15]=1)[NH2:16]. Procedure details: 5-(Benzoxazol-2-yl)-2-(tetrahydropyran-4-yl)nitrobenzene (see Working Example 20-1) (1.00 g, 0.76 mol) was dissolved in a solvent mixture of THF (50 mL) and methanol (50 mL), and Pd/C (5%, wet, 0.5 g) was added to carry out a hydrogenation reaction. After being stirred overnight at room temperature, the catalyst was removed by filtration and the filtrate was concentrated under reduced pressure to yield the title compound (812 mg, 89.1%) as a gray solid. Reactants: CC(C)([O-])C.[K+] (Potassium t-butoxide), C(#N)C1=C(NC(=C1Cl)Cl)C1=CC(=C(C=C1)Cl)Cl (3-cyano-4,5-dichloro 2-(3,4-dichlorophenyl)pyrrole), N#CBr (cyanogen bromide). Run in C1CCOC1 (THF), C1CCOC1 (THF). Run at time 30 minute. Yields the product ClC=1C(=C(N(C1Cl)C#N)C1=CC(=C(C=C1)Cl)Cl)C#N (4,5-dichloro-2-(3,4-dichlorophenyl)pyrrole-1,3-dicarbonitrile). Isolated yield 64.7%. Reaction SMILES: CC(C)([O-])C.[K+].[C:7]([C:9]1[C:13]([Cl:14])=[C:12]([Cl:15])[NH:11][C:10]=1[C:16]1[CH:21]=[CH:20][C:19]([Cl:22])=[C:18]([Cl:23])[CH:17]=1)#[N:8].[N:24]#[C:25]Br>C1COCC1>[Cl:14][C:13]1[C:9]([C:7]#[N:8])=[C:10]([C:16]2[CH:21]=[CH:20][C:19]([Cl:22])=[C:18]([Cl:23])[CH:17]=2)[N:11]([C:25]#[N:24])[C:12]=1[Cl:15] |f:0.1|. Procedure details: Potassium t-butoxide (617 mg, 55 mmol) is added in portions to a solution of 3-cyano-4,5-dichloro 2-(3,4-dichlorophenyl)pyrrole (1.52 g, 5 mmol) in anhydrous THF (20 mL). After 30 minutes, a solution of cyanogen bromide (583 mg, 5.5 mmol) in THF (1 mL) is added. The reaction mixture is stored at room temperature overnight. The solvent is removed in a rotary evaporator. The residue is treated with water and extracted with ethyl acetate. The organic layer is washed with water and saturated sodium ... Reactants: OC1=CC(=CC(=C1)O)C (1,5-dihydroxy-3-methylbenzene), CC(=CC(=O)O)C (dimethylacrylic acid), CS(=O)(=O)O (methanesulfonic acid). Yields the product OC1=CC(=C2CCC(OC2=C1)=O)C (7-hydroxy-5-methylchromanone). The yield is 104.5%. Reaction SMILES: [OH:1][C:2]1[CH:7]=[C:6]([OH:8])[CH:5]=[C:4]([CH3:9])[CH:3]=1.C[C:11](C)=[CH:12][C:13](O)=[O:14].CS(O)(=O)=O>>[OH:1][C:2]1[CH:7]=[C:6]2[C:5]([CH2:11][CH2:12][C:13](=[O:14])[O:8]2)=[C:4]([CH3:9])[CH:3]=1. Reported procedure: 3 grams of 1,5-dihydroxy-3-methylbenzene are admixed with 3 grams of dimethylacrylic acid. There was then added 20 ml. of methanesulfonic acid and the mixture stirred for 1 hour at 70° C. The mixture was cooled and extracted with ether. The ether solution was washed twice with a saturated aqueous sodium bicarbonate solution and once with a saturated sodium chloride solution. The ether layer was dried over sodium sulfate and then evaporated to yield the corresponding 7-hydroxy-5-methylchromanone ... Reactants: C1CCOC1, COC(=O)c1cc(OC)c2ccnc(C3CC3)c2c1, CO, [Na+], [OH-]. Yields the product COc1cc(C(=O)O)cc2c(C3CC3)nccc12. RXN SMILES: [CH2:22]1[O:23][CH2:24][CH2:25][CH2:26]1.[CH3:1][O:2][C:3](=[O:4])[c:5]1[cH:6][c:7]([O:18][CH3:19])[c:8]2[cH:9][cH:10][n:11][c:12]([CH:15]3[CH2:16][CH2:17]3)[c:13]2[cH:14]1.[CH3:27][OH:28].[Na+:21].[OH-:20]>>[O:2]=[C:3]([OH:4])[c:5]1[cH:6][c:7]([O:18][CH3:19])[c:8]2[cH:9][cH:10][n:11][c:12]([CH:15]3[CH2:16][CH2:17]3)[c:13]2[cH:14]1. The reactants are ClC1=C(N2N=C3C(=C2N=C1C)CN(C3)C(=O)C3=C(C=C(C=C3)F)O[C@H]3CNCC3)C ((6-chloro-5,7-dimethyl-1H,3H-2,4,7a,8-tetraaza-cyclopenta[a]inden-2-yl)-[4-fluoro-2-((R)-pyrrolidin-3-yloxy)-phenyl]-methanone), O1CCC(CC1)=O (tetrahydropyran-4-one), C(C)(=O)O[BH-](OC(C)=O)OC(C)=O.[Na+] (sodium triacetoxyborohydride). Run in ClCCCl (DCE), C(Cl)Cl (DCM). The product is ClC1=C(N2N=C3C(=C2N=C1C)CN(C3)C(=O)C3=C(C=C(C=C3)F)O[C@H]3CN(CC3)C3CCOCC3)C ((6-chloro-5,7-dimethyl-1H,3H-2,4,7a,8-tetraaza-cyclopenta[a]inden-2-yl)-{4-fluoro-2-[(R)-1-(tetrahydro-pyran-4-yl)-pyrrolidin-3-yloxy]-phenyl}-methanone). Yield: 44.5%. Reaction SMILES: [Cl:1][C:2]1[C:10]([CH3:11])=[N:9][C:8]2[N:4]([N:5]=[C:6]3[CH2:14][N:13]([C:15]([C:17]4[CH:22]=[CH:21][C:20]([F:23])=[CH:19][C:18]=4[O:24][C@@H:25]4[CH2:29][CH2:28][NH:27][CH2:26]4)=[O:16])[CH2:12][C:7]3=2)[C:3]=1[CH3:30].[O:31]1[CH2:36][CH2:35][C:34](=O)[CH2:33][CH2:32]1.C(O[BH-](OC(=O)C)OC(=O)C)(=O)C.[Na+]>ClCCCl.C(Cl)Cl>[Cl:1][C:2]1[C:10]([CH3:11])=[N:9][C:8]2[N:4]([N:5]=[C:6]3[CH2:14][N:13]([C:15]([C:17]4[CH:22]=[CH:21][C:20]([F:23])=[CH:19][C:18]=4[O:24][C@@H:25]4[CH2:29][CH2:28][N:27]([CH:34]5[CH2:35][CH2:36][O:31][CH2:32][CH2:33]5)[CH2:26]4)=[O:16])[CH2:12][C:7]3=2)[C:3]=1[CH3:30] |f:2.3|. Procedure: A mixture of Example 80 (150 mg; 0.35 mmol; 1 eq.), tetrahydropyran-4-one (52 mg; 0.52 mmol; 1.5 eq.) and sodium triacetoxyborohydride (74 mg; 0.35 mmol; 1 eq.) in DCE (4 mL) was stirred at 50° C. for 16 hours. The reaction mixture was diluted with DCM, washed with sat. aq. NaHCO3, dried over magnesium sulfate and concentrated in vacuo. Purification by column chromatography (EA to EA/MeOH/TEA, 90/10/2) afforded the title compound (80 mg, 45%) as white foam. 1H NMR (DMSO-d6) δ 7.41-7.31 (m, 1H), ...